From a dataset of the Open Reaction Database (ORD), a public repository of structured organic reaction records. describe an organic reaction: reactants, conditions, products, and yield Starting materials: CCOc1nc2ccccc2nc1NC(=O)Oc1ccccc1, COc1cc(OC)cc(N2CCNCC2)c1. Product: CCOc1nc2ccccc2nc1NC(=O)N1CCN(c2cc(OC)cc(OC)c2)CC1. RXN SMILES: [CH2:1]([CH3:2])[O:3][c:4]1[n:5][c:6]2[cH:7][cH:8][cH:9][cH:10][c:11]2[n:12][c:13]1[NH:14][C:15]([O:16][c:17]1[cH:18][cH:19][cH:20][cH:21][cH:22]1)=[O:23].[CH3:24][O:25][c:26]1[cH:27][c:28]([N:34]2[CH2:35][CH2:36][NH:37][CH2:38][CH2:39]2)[cH:29][c:30]([O:32][CH3:33])[cH:31]1>>[CH2:1]([CH3:2])[O:3][c:4]1[n:5][c:6]2[cH:7][cH:8][cH:9][cH:10][c:11]2[n:12][c:13]1[NH:14][C:15](=[O:23])[N:37]1[CH2:36][CH2:35][N:34]([c:28]2[cH:27][c:26]([O:25][CH3:24])[cH:31][c:30]([O:32][CH3:33])[cH:29]2)[CH2:39][CH2:38]1. Reactants: CC(C)(C)OC(=O)N1CC2CC1CN2, CC#N, Cc1cc(-c2nc(CCl)no2)cc2c1C(=O)N(Cc1ccc(Cl)cc1)C2, [K+], [K+], O=C([O-])[O-], O. The product is Cc1cc(-c2nc(CN3CC4CC3CN4)no2)cc2c1C(=O)N(Cc1ccc(Cl)cc1)C2. As a reaction SMILES: [C:33]([O:34][C:35](=[O:36])[N:40]1[CH:41]2[CH2:42][NH:43][CH:44]([CH2:45]1)[CH2:46]2)([CH3:37])([CH3:38])[CH3:39].[CH3:47][C:48]#[N:49].[Cl:1][c:2]1[cH:3][cH:4][c:5]([CH2:6][N:7]2[C:8](=[O:24])[c:9]3[c:10]([CH3:23])[cH:11][c:12](-[c:16]4[n:17][c:18]([CH2:21][Cl:22])[n:19][o:20]4)[cH:13][c:14]3[CH2:15]2)[cH:25][cH:26]1.[K+:27].[K+:28].[O-:29][C:30]([O-:31])=[O:32].[OH2:50]>>[Cl:1][c:2]1[cH:3][cH:4][c:5]([CH2:6][N:7]2[C:8](=[O:24])[c:9]3[c:10]([CH3:23])[cH:11][c:12](-[c:16]4[n:17][c:18]([CH2:21][N:40]5[CH:41]6[CH2:42][NH:43][CH:44]([CH2:45]5)[CH2:46]6)[n:19][o:20]4)[cH:13][c:14]3[CH2:15]2)[cH:25][cH:26]1. Reaction SMILES: C(OC([N:8]([CH2:21][CH:22]1[CH:27]([C:28]2[CH:33]=[CH:32][CH:31]=[CH:30][C:29]=2[F:34])[CH2:26][CH2:25][N:24]([C:35]([NH:37][C:38]2[CH:46]=[CH:45][C:41]([C:42]([OH:44])=[O:43])=[CH:40][C:39]=2[Cl:47])=[O:36])[CH2:23]1)[C@@H:9]([C:11]1[C:20]2[C:15](=[CH:16][CH:17]=[CH:18][CH:19]=2)[CH:14]=[CH:13][CH:12]=1)[CH3:10])=O)(C)(C)C.Cl.O1CCOCC1>>[Cl:47][C:39]1[CH:40]=[C:41]([CH:45]=[CH:46][C:38]=1[NH:37][C:35]([N:24]1[CH2:25][CH2:26][CH:27]([C:28]2[CH:33]=[CH:32][CH:31]=[CH:30][C:29]=2[F:34])[CH:22]([CH2:21][NH:8][C@@H:9]([C:11]2[C:20]3[C:15](=[CH:16][CH:17]=[CH:18][CH:19]=3)[CH:14]=[CH:13][CH:12]=2)[CH3:10])[CH2:23]1)=[O:36])[C:42]([OH:44])=[O:43] |f:1.2|. Isolated yield 67.5%. The reactants are C(C)(C)(C)OC(=O)N([C@H](C)C1=CC=CC2=CC=CC=C12)CC1CN(CCC1C1=C(C=CC=C1)F)C(=O)NC1=C(C=C(C(=O)O)C=C1)Cl (4-({[3-({(tert-butoxycarbonyl)[(1R)-1-(1-naphthyl)ethyl]amino}methyl)-4-(2-fluorophenyl)piperidin-1-yl]carbonyl}amino)-3-chlorobenzoic acid), Cl.O1CCOCC1 (hydrogen chloride 1,4-dioxane). Run at time 8 hour. Reported procedure: To 274 mg of 4-({[3-({(tert-butoxycarbonyl)[(1R)-1-(1-naphthyl)ethyl]amino}methyl)-4-(2-fluorophenyl)piperidin-1-yl]carbonyl}amino)-3-chlorobenzoic acid was added 3.0 mL of a 4 M hydrogen chloride/1,4-dioxane solution, followed by stirring at room temperature overnight. The reaction mixture was concentrated under reduced pressure, and chloroform and a saturated aqueous sodium hydrogen carbonate solution were added thereto, followed by stirring, separating, and then drying over anhydrous sodium s... Yields the product ClC=1C=C(C(=O)O)C=CC1NC(=O)N1CC(C(CC1)C1=C(C=CC=C1)F)CN[C@H](C)C1=CC=CC2=CC=CC=C12 (3-chloro-4-({[4-(2-fluorophenyl)-3-({[(1R)-1-(1-naphthyl)ethyl]amino}methyl)piperidin-1-yl]carbonyl}amino)benzoic acid). Starting materials: O=C([O-])O, CSc1cc(-c2nc3cc(C)c(C)cc3n2COCC[Si](C)(C)C)n[nH]1, CCO, Cl, [Na+]. The product is CSc1cc(-c2nc3cc(C)c(C)cc3[nH]2)n[nH]1. As a reaction SMILES: [C:28](=[O:29])([OH:30])[O-:31].[CH3:1][c:2]1[cH:3][c:4]2[c:5]([n:6]([CH2:16][O:17][CH2:18][CH2:19][Si:20]([CH3:21])([CH3:22])[CH3:23])[c:7](-[c:9]3[n:10][nH:11][c:12]([S:14][CH3:15])[cH:13]3)[n:8]2)[cH:24][c:25]1[CH3:26].[CH3:33][CH2:34][OH:35].[ClH:27].[Na+:32]>>[CH3:1][c:2]1[cH:3][c:4]2[c:5]([n:6][c:7](-[c:9]3[n:10][nH:11][c:12]([S:14][CH3:15])[cH:13]3)[nH:8]2)[cH:24][c:25]1[CH3:26].